describe an organic reaction: reactants, conditions, products, and yield From a dataset of the Open Reaction Database (ORD), a public repository of structured organic reaction records. Reactants: C(C)(C)(C)OC(=O)N1C=NC2=C1C=CC(=C2C)[N+](=O)[O-] (1-tert-butoxycarbonyl-4-methyl-5-nitrobenzimidazole), C(C)(=O)OCC (ethyl acetate), C(=O)[O-].[NH4+] (ammonium formate). The reagents and catalysts are [Pd] (palladium-on-carbon). The solvent is CO (methanol). Conditions: temperature 50 celsius, time 2 hour. The product is NC1=C(C2=C(N(C=N2)C(=O)OC(C)(C)C)C=C1)C (5-amino-1-tert-butoxycarbonyl-4-methylbenzimidazole). Reaction SMILES: [C:1]([O:5][C:6]([N:8]1[C:12]2[CH:13]=[CH:14][C:15]([N+:18]([O-])=O)=[C:16]([CH3:17])[C:11]=2[N:10]=[CH:9]1)=[O:7])([CH3:4])([CH3:3])[CH3:2].C(OCC)(=O)C.C([O-])=O.[NH4+]>CO.[Pd]>[NH2:18][C:15]1[CH:14]=[CH:13][C:12]2[N:8]([C:6]([O:5][C:1]([CH3:2])([CH3:3])[CH3:4])=[O:7])[CH:9]=[N:10][C:11]=2[C:16]=1[CH3:17] |f:2.3|. Procedure details: To a solution of 1-tert-butoxycarbonyl-4-methyl-5-nitrobenzimidazole (8 g) in methanol (40 mL)/ethyl acetate (400 mL)is added palladium-on-carbon (Pd/C) (10%, 0.5 g) and ammonium formate (7.27g). The mixture is stirred at 50° C. for 2 hours, then filtered on Celite, with methanol wash of the solids. The filtrate is rotary evaporated and the residue partitioned between water and ethyl acetate. The organic layer is washed with saturated ammonium chloride, dried over magnesium sulfate, filtered and... The reactants are ClC1=C(NC(=C1Cl)C)C(=O)NC1CCN(CC1)C1=NC(=NC=C1)Cl (3,4-Dichloro-N-[1-(2-chloropyrimidin-4-yl)piperidin-4-yl]-5-methyl-1H-pyrrole-2-carboxamide), ClC1=C(NC(=C1Cl)C)C(=O)NC1CCN(CC1)C1=NC(=NC=C1)Cl (3,4-Dichloro-N-[1-(2-chloropyrimidin-4-yl)piperidin-4-yl]-5-methyl-1H-pyrrole-2-carboxamide), CCOC(=O)/N=N/C(=O)OCC (DEAD), ClC=1C=C(C#N)C=C(N1)N1CCC(CC1)O (2-Chloro-6-(4-hydroxypiperidin-1-yl)isonicotinonitrile), ClC=1C=C(C#N)C=C(N1)N1CCC(CC1)O (2-Chloro-6-(4-hydroxypiperidin-1-yl)isonicotinonitrile), C1(=CC=CC=C1)P(C1=CC=CC=C1)C1=CC=CC=C1 (triphenylphosphine). Solvent: C1CCOC1 (THF). Run at time 18 hour. Yields the product ClC1=C(NC(=C1Cl)C)C(=O)OC1CCN(CC1)C1=NC(=CC(=C1)C#N)Cl (1-(6-Chloro-4-cyanopyridin-2-yl)piperidin-4-yl 3,4-dichloro-5-methyl-1H-pyrrole-2-carboxylate). Reaction SMILES: [Cl:1][C:2]1[C:6]([Cl:7])=[C:5]([CH3:8])[NH:4][C:3]=1[C:9](NC1CCN(C2C=CN=C(Cl)N=2)CC1)=[O:10].[Cl:25][C:26]1[CH:27]=[C:28]([CH:31]=[C:32]([N:34]2[CH2:39][CH2:38][CH:37]([OH:40])[CH2:36][CH2:35]2)[N:33]=1)[C:29]#[N:30].CCOC(/N=N/C(OCC)=O)=O.C1(P(C2C=CC=CC=2)C2C=CC=CC=2)C=CC=CC=1>C1COCC1>[Cl:1][C:2]1[C:6]([Cl:7])=[C:5]([CH3:8])[NH:4][C:3]=1[C:9]([O:40][CH:37]1[CH2:38][CH2:39][N:34]([C:32]2[CH:31]=[C:28]([C:29]#[N:30])[CH:27]=[C:26]([Cl:25])[N:33]=2)[CH2:35][CH2:36]1)=[O:10]. Procedure: 3,4-Dichloro-5-methyl-1H-pyrrole-2-carboxylic acid (Intermediate 3, 164 mg, 0.84 mmol) was dissolved in anhydrous THF (3 ml). 2-Chloro-6-(4-hydroxypiperidin-1-yl)isonicotinonitrile (Intermediate 26), 200 mg, 0.84 mmol) was added, then DEAD (133 μl, 0.84 mmol) was added dropwise followed by triphenylphosphine (221 mg, 0.84 mmol). The mixture was stirred at room temperature for 18 h. The mixture was concentrated, filtered and purified by semi-preparative reverse phase HPLC eluting with CH3CN/water... Reactants: ClC1=NC=CC=C1NC(=O)NC1=CC=CC=C1 (2-chloro-3-(3-phenylureido)pyridine), C([O-])([O-])=O.[K+].[K+] (potassium carbonate). Reagents/catalysts: [Cu] (copper). The solvent is CN(C=O)C (dimethyl formamide). Product: C1(=CC=CC=C1)N1C(NC=2C1=NC=CC2)=O (3-phenyl-1,3-dihydroimidazo[ 4,5-b]pyridin-2-one). RXN SMILES: Cl[C:2]1[C:7]([NH:8][C:9]([NH:11][C:12]2[CH:17]=[CH:16][CH:15]=[CH:14][CH:13]=2)=[O:10])=[CH:6][CH:5]=[CH:4][N:3]=1.C(=O)([O-])[O-].[K+].[K+]>[Cu].CN(C)C=O>[C:12]1([N:11]2[C:2]3=[N:3][CH:4]=[CH:5][CH:6]=[C:7]3[NH:8][C:9]2=[O:10])[CH:17]=[CH:16][CH:15]=[CH:14][CH:13]=1 |f:1.2.3|. Procedure details: A mixture of 5.7 g. (0.023 mole) of the product from Step A, 3.45 g. (0.025 mole) of potassium carbonate, 20 mg. of copper powder and 50 ml. of dimethyl formamide was refluxed for 21/2 hours. The cooled mixture was filtered and the solvent was evaporated in vacuo. The oily residue was extracted with 100 ml. of 1 N. sodium hydroxide solution and the extract was treated with decolorizing charcoal and filtered. The filtrate was neutralized with acetic acid. The crystalline precipitate of 600 mg. of...